This data is from the Open Reaction Database (ORD), a public repository of structured organic reaction records. The task is: describe an organic reaction: reactants, conditions, products, and yield Reactants: NaIO4, OC1=CC2=C(C(C(CO2)(C)C2=CC=C(C=C2)O)CCCCCCCCCSCCCC(C(F)(F)F)(F)F)C=C1 ((3RS,4RS)-7-Hydroxy-3-(4-hydroxyphenyl)-3-methyl-4-[9-(4,4,5,5,5-pentafluoropentylthio)nonyl]-2,3-dihydro-4H-benzopyran), O (water), CO (methanol). The solvent is O1CCOCC1 (1,4-dioxane). Conditions: time 12 hour. Yields the product OC1=CC2=C(C(C(CO2)(C)C2=CC=C(C=C2)O)CCCCCCCCCS(=O)CCCC(C(F)(F)F)(F)F)C=C1 ((3RS,4RS)-7-hydroxy-3-(4-hydroxyphenyl)-3-methyl-4-[9-(4,4,5,5,5-pentafluoropentylsulfinyl)nonyl]-2,3-dihydro-4H-benzopyran). The yield is 73.0%. Reaction SMILES: [OH:1][C:2]1[CH:39]=[CH:38][C:5]2[CH:6]([CH2:18][CH2:19][CH2:20][CH2:21][CH2:22][CH2:23][CH2:24][CH2:25][CH2:26][S:27][CH2:28][CH2:29][CH2:30][C:31]([F:37])([F:36])[C:32]([F:35])([F:34])[F:33])[C:7]([C:11]3[CH:16]=[CH:15][C:14]([OH:17])=[CH:13][CH:12]=3)([CH3:10])[CH2:8][O:9][C:4]=2[CH:3]=1.C[OH:41].O>O1CCOCC1>[OH:1][C:2]1[CH:39]=[CH:38][C:5]2[CH:6]([CH2:18][CH2:19][CH2:20][CH2:21][CH2:22][CH2:23][CH2:24][CH2:25][CH2:26][S:27]([CH2:28][CH2:29][CH2:30][C:31]([F:37])([F:36])[C:32]([F:33])([F:34])[F:35])=[O:41])[C:7]([C:11]3[CH:16]=[CH:15][C:14]([OH:17])=[CH:13][CH:12]=3)([CH3:10])[CH2:8][O:9][C:4]=2[CH:3]=1. Reported procedure: (3RS,4RS)-7-Hydroxy-3-(4-hydroxyphenyl)-3-methyl-4-[9-(4,4,5,5,5-pentafluoropentylthio)nonyl]-2,3-dihydro-4H-benzopyran (47 mg, 0.08 mmol) was dissolved in 1,4-dioxane (1 ml), methanol (1 ml) and water (0.25 ml). NaIO4 (20 mg, 0.093 mmol) was added dropwise thereto, and the reaction mixture was stirred for 12 hours at room temperature and then filtered. The filtrate was concentrated and the residue was subjected to column chromatography (n-hexane:ethyl acetate=3:1→1:1) to obtain 35 mg (yield: 73... Starting materials: CO (methanol), FC=1C=CC(=NC1)[C@H]1[C@@H](CN(C1)C(=O)OC(C)(C)C)C(=O)OC (3-methyl 1-tert-butyl (3S,4S)-4-(5-fluoropyridin-2-yl)pyrrolidine-1,3-dicarboxylate), [OH-].[Na+] (sodium hydroxide). Run in O (water). Conditions: time 3 hour. Product: C(C)(C)(C)OC(=O)N1C[C@H]([C@@H](C1)C1=NC=C(C=C1)F)C(=O)O ((3S,4S)-1-(tert-butoxycarbonyl)-4-(5-fluoropyridin-2-yl)pyrrolidine-3-carboxylic acid). Yield: 85.9%. RXN SMILES: CO.[F:3][C:4]1[CH:5]=[CH:6][C:7]([C@@H:10]2[CH2:14][N:13]([C:15]([O:17][C:18]([CH3:21])([CH3:20])[CH3:19])=[O:16])[CH2:12][C@H:11]2[C:22]([O:24]C)=[O:23])=[N:8][CH:9]=1.[OH-].[Na+]>O>[C:18]([O:17][C:15]([N:13]1[CH2:14][C@@H:10]([C:7]2[CH:6]=[CH:5][C:4]([F:3])=[CH:9][N:8]=2)[C@H:11]([C:22]([OH:24])=[O:23])[CH2:12]1)=[O:16])([CH3:21])([CH3:19])[CH3:20] |f:2.3|. Procedure: To a methanol solution of the compound (2.8 g) obtained in step 7 was added a solution of sodium hydroxide (0.7 g) in water (30 mL), and the mixture was stirred at room temperature for 3 hr. The mixture was concentrated under reduced pressure, diluted with water, and washed with ethyl acetate. The aqueous layer was acidified (pH 5) with acetic acid, extracted with dichloromethane, dried and concentrated under reduced pressure to give (3S,4S)-1-(tert-butoxycarbonyl)-4-(5-fluoropyridin-2-yl)pyrrol... The reactants are C(C)C1=C(C(=CC=C1)CC)S(=O)(=O)Cl (2,6-Diethylbenzenesulfonyl chloride), FC(C=1C=C(N)C=C(C1)C(F)(F)F)(F)F (3,5-bis(trifluoromethyl)aniline). Run in N1=CC=CC=C1 (pyridine). Reaction conditions: time 1 day. The product is FC(C=1C=C(C=C(C1)C(F)(F)F)NS(=O)(=O)C1=C(C=CC=C1CC)CC)(F)F (N-[3,5-Bis(trifluoromethyl)phenyl]-2,6-diethyl-benzenesulfonamide). Isolated yield 20.2%. As a reaction SMILES: [CH2:1]([C:3]1[CH:8]=[CH:7][CH:6]=[C:5]([CH2:9][CH3:10])[C:4]=1[S:11](Cl)(=[O:13])=[O:12])[CH3:2].[F:15][C:16]([F:29])([F:28])[C:17]1[CH:18]=[C:19]([CH:21]=[C:22]([C:24]([F:27])([F:26])[F:25])[CH:23]=1)[NH2:20]>N1C=CC=CC=1>[F:15][C:16]([F:28])([F:29])[C:17]1[CH:18]=[C:19]([NH:20][S:11]([C:4]2[C:3]([CH2:1][CH3:2])=[CH:8][CH:7]=[CH:6][C:5]=2[CH2:9][CH3:10])(=[O:13])=[O:12])[CH:21]=[C:22]([C:24]([F:25])([F:27])[F:26])[CH:23]=1. Procedure details: 2,6-Diethylbenzenesulfonyl chloride (0.100 g, 0.430 mmol) was added to a solution of 3,5-bis(trifluoromethyl)aniline (0.099 g, 0.434 mmol) in dry pyridine (1 mL). The reaction was capped and stirred at room temperature for 1 day then stirred at 30° C. for 1 day. The reaction was then concentrated under vacuum. To this was added diethyl ether (60 mL) and the mixture was washed with 0.1 N HCl (3×20 mL) followed by 0.1 N NaOH (2×20 mL) then saturated NaCl (2×20 mL). After drying the organic layer o... The reactants are CN[C@H]1CN(CC1)C1=CC=C(C=C1)NC(=O)N1CCC(CC1)C1=CC=C(C=C1)Cl ((R)-4-(4-Chlorophenyl)piperidine-1-carboxylic acid [4-(3-methylaminopyrrolidin-1-yl)phenyl]amide), C([O-])([O-])=O.[K+].[K+] (potassium carbonate), BrC1=NC=CC=N1 (2-bromopyrimidine). Solvent: CN1C(CCC1)=O (N-methylpyrrolidone). Yields the product CN([C@H]1CN(CC1)C1=CC=C(C=C1)NC(=O)N1CCC(CC1)C1=CC=C(C=C1)Cl)C1=NC=CC=N1 ((R)-4-(4-Chlorophenyl)piperidin-1-carboxylic acid {4-[3-(methylpyrimidin-2-yl-amino)pyrrolidin-1-yl]-phenyl}amide). Reaction SMILES: [CH3:1][NH:2][C@@H:3]1[CH2:7][CH2:6][N:5]([C:8]2[CH:13]=[CH:12][C:11]([NH:14][C:15]([N:17]3[CH2:22][CH2:21][CH:20]([C:23]4[CH:28]=[CH:27][C:26]([Cl:29])=[CH:25][CH:24]=4)[CH2:19][CH2:18]3)=[O:16])=[CH:10][CH:9]=2)[CH2:4]1.C(=O)([O-])[O-].[K+].[K+].Br[C:37]1[N:42]=[CH:41][CH:40]=[CH:39][N:38]=1>CN1CCCC1=O>[CH3:1][N:2]([C:37]1[N:42]=[CH:41][CH:40]=[CH:39][N:38]=1)[C@@H:3]1[CH2:7][CH2:6][N:5]([C:8]2[CH:9]=[CH:10][C:11]([NH:14][C:15]([N:17]3[CH2:18][CH2:19][CH:20]([C:23]4[CH:24]=[CH:25][C:26]([Cl:29])=[CH:27][CH:28]=4)[CH2:21][CH2:22]3)=[O:16])=[CH:12][CH:13]=2)[CH2:4]1 |f:1.2.3|. Procedure details: (R)-4-(4-Chlorophenyl)piperidine-1-carboxylic acid [4-(3-methylaminopyrrolidin-1-yl)phenyl]amide (100 mg) was reacted with potassium carbonate (100 mg) and 2-bromopyrimidine (50 mg) in N-methylpyrrolidone (3 ml) at 100° C. for 4 hours. The reaction solution was then partitioned between ethyl acetate and water. The organic phase was dried over magnesium sulfate and concentrated. The crude product was purified by preparative HPLC. This resulted in the product with the molecular weight of 491.04 (C... Reactants: [H-].[Na+] (NaH), CN1CCC(CC1)O (1-Methyl-piperidin-4-ol), FC=1C=C(C#N)C=CC1 (3-Fluoro-benzonitrile). The solvent is OS(=O)(=O)[O-].[K+] (KHSO4), CN(C)C=O (DMF). Conditions: temperature 0 celsius, time 30 minute. Yields the product CN1CCC(CC1)OC=1C=C(C#N)C=CC1 (3-(1-Methyl-piperidin-4-yloxy)-benzonitrile). RXN SMILES: [CH3:1][N:2]1[CH2:7][CH2:6][CH:5]([OH:8])[CH2:4][CH2:3]1.[H-].[Na+].F[C:12]1[CH:13]=[C:14]([CH:17]=[CH:18][CH:19]=1)[C:15]#[N:16]>CN(C=O)C.OS([O-])(=O)=O.[K+]>[CH3:1][N:2]1[CH2:7][CH2:6][CH:5]([O:8][C:12]2[CH:13]=[C:14]([CH:17]=[CH:18][CH:19]=2)[C:15]#[N:16])[CH2:4][CH2:3]1 |f:1.2,5.6|. Procedure: 1-Methyl-piperidin-4-ol (7.17 g, 62.25 mmol) was dissolved in DMF (40 ml) and cooled to 0° C. NaH (4.48 g, 93.4 mmol) was added in small portions and the reaction stirred for 30 min. 3-Fluoro-benzonitrile (8.0 ml, 74.7 mmol) was added and the reaction allowed to reach r.t. over 1 h and stirred for a further 16 h. The resulting brown solution was cooled to 0° C. and quenched by addition of water. The reaction mixture was separated between DCM (500×2 ml) and water (750 ml). The combined organics w... The reactants are CC(C)(C)c1cn(CC2CCCO2)c(=NC(=O)c2cc(C(F)(F)F)ccc2F)s1, C1CCOC1, CCO. Product: CCOc1ccc(C(F)(F)F)cc1C(=O)N=c1sc(C(C)(C)C)cn1CC1CCCO1. As a reaction SMILES: [C:4]([CH3:5])([CH3:6])([CH3:7])[c:8]1[cH:9][n:10]([CH2:27][CH:28]2[O:29][CH2:30][CH2:31][CH2:32]2)[c:11](=[N:13][C:14]([c:15]2[c:16]([F:25])[cH:17][cH:18][c:19]([C:21]([F:22])([F:23])[F:24])[cH:20]2)=[O:26])[s:12]1.[CH2:33]1[O:34][CH2:35][CH2:36][CH2:37]1.[CH3:1][CH2:2][OH:3]>>[CH3:1][CH2:2][O:3][c:16]1[c:15]([C:14]([N:13]=[c:11]2[n:10]([CH2:27][CH:28]3[O:29][CH2:30][CH2:31][CH2:32]3)[cH:9][c:8]([C:4]([CH3:5])([CH3:6])[CH3:7])[s:12]2)=[O:26])[cH:20][c:19]([C:21]([F:22])([F:23])[F:24])[cH:18][cH:17]1. Reactants: ClC1=NC(=CN=C1)Cl (2,6-Dichloropyrazine), C[O-].[Na+] (sodium methoxide). The solvent is CO (methanol). The product is ClC1=NC(=CN=C1)OC (2-chloro-6-methoxypyrazine). As a reaction SMILES: [Cl:1][C:2]1[CH:7]=[N:6][CH:5]=[C:4](Cl)[N:3]=1.[CH3:9][O-:10].[Na+]>CO>[Cl:1][C:2]1[CH:7]=[N:6][CH:5]=[C:4]([O:10][CH3:9])[N:3]=1 |f:1.2|. Procedure: 2,6-Dichloropyrazine (0.067 mole) is treated with a solution of sodium methoxide (0.067 mole) in 100 ml. dry methanol for 1 hour at 25°. The solvent is removed in vacuo and the residue is extracted with boiling hexane extract. 2-Chloro-6-methoxypyrazine crystallizes from the hexane extract. Another recrystallization from isopropanol at -70° gives 2-chloro-6-methoxypyrazine as an oil at room temperature.